Dataset: the Open Reaction Database (ORD), a public repository of structured organic reaction records. Task: describe an organic reaction: reactants, conditions, products, and yield Starting materials: CC=1C(=NC=C(C1)C)CN(C1CCNCC1)CC1=NC=CC2=CC=CC=C12 ((3,5-Dimethyl-pyridin-2-ylmethyl)-isoquinolin-1-ylmethyl-piperidin-4-yl-amine), CCN(C(C)C)C(C)C (DIPEA), N1C(=NC=C1)NC(=O)N1C=NC=C1 (imidazole-1-carboxylic acid (1H-imidazol-2-yl)-amide). The solvent is [Cl-].[Na+].O (brine), CN(C)C=O (DMF). Run at temperature 70 celsius, time 1 hour. Product: N1C(=NC=C1)NC(=O)N1CCC(CC1)N(CC1=NC=CC2=CC=CC=C12)CC1=NC=C(C=C1C)C (4-[(3,5-Dimethyl-pyridin-2-ylmethyl)-isoquinolin-1-ylmethyl-amino]-piperidine-1-carboxylic acid (1H-imidazol-2-yl)-amide). Yield: 75.0%. As a reaction SMILES: [CH3:1][C:2]1[C:3]([CH2:9][N:10]([CH2:17][C:18]2[C:27]3[C:22](=[CH:23][CH:24]=[CH:25][CH:26]=3)[CH:21]=[CH:20][N:19]=2)[CH:11]2[CH2:16][CH2:15][NH:14][CH2:13][CH2:12]2)=[N:4][CH:5]=[C:6]([CH3:8])[CH:7]=1.CCN(C(C)C)C(C)C.[NH:37]1[CH:41]=[CH:40][N:39]=[C:38]1[NH:42][C:43](N1C=CN=C1)=[O:44]>CN(C=O)C.[Cl-].[Na+].O>[NH:37]1[CH:41]=[CH:40][N:39]=[C:38]1[NH:42][C:43]([N:14]1[CH2:15][CH2:16][CH:11]([N:10]([CH2:9][C:3]2[C:2]([CH3:1])=[CH:7][C:6]([CH3:8])=[CH:5][N:4]=2)[CH2:17][C:18]2[C:27]3[C:22](=[CH:23][CH:24]=[CH:25][CH:26]=3)[CH:21]=[CH:20][N:19]=2)[CH2:12][CH2:13]1)=[O:44] |f:4.5.6|. Procedure: To a warm (70° C.), stirred, solution of (3,5-Dimethyl-pyridin-2-ylmethyl)-isoquinolin-1-ylmethyl-piperidin-4-yl-amine (0.101 g, 0.28 mmol) and DIPEA (0.29 mL, 1.67 mmol) in DMF (3 mL) was added freshly prepared imidazole-1-carboxylic acid (1H-imidazol-2-yl)-amide (2 equivs). After 1 hour, the mixture was cooled to room temperature, diluted with brine (5 mL) and extracted with CH2Cl2 (4×10 mL). The combined organic extracts were washed with water (5×10 mL), dried (Na2SO4) and concentrated. Purif... RXN SMILES: [CH3:1][C:2]1[CH:6]=[C:5]([CH2:7][CH2:8][CH2:9][CH2:10][CH2:11][O:12][C:13]2[CH:20]=[CH:19][C:16]([CH:17]=O)=[CH:15][CH:14]=2)[O:4][N:3]=1.[NH2:21][CH2:22][CH2:23][SH:24].C1(C)C=CC(S(O)(=O)=O)=CC=1>C1(C)C=CC=CC=1>[CH3:1][C:2]1[CH:6]=[C:5]([CH2:7][CH2:8][CH2:9][CH2:10][CH2:11][O:12][C:13]2[CH:20]=[CH:19][C:16]([CH:17]3[NH:21][CH2:22][CH2:23][S:24]3)=[CH:15][CH:14]=2)[O:4][N:3]=1. Isolated yield 39.7%. The product is CC1=NOC(=C1)CCCCCOC1=CC=C(C=C1)C1SCCN1 (3-Methyl-5-{5-[4-(2-thiazolidinyl)phenoxy]pentyl}isoxazole). Starting materials: CC1=NOC(=C1)CCCCCOC1=CC=C(C=O)C=C1 (4-[5-(3-methyl-5-isoxazolyl)pentyloxy]benzaldehyde), NCCS (2-aminoethanethiol), C1(=CC=C(C=C1)S(=O)(=O)O)C (p-toluenesulfonic acid). Procedure details: A solution of 4.00 g of 4-[5-(3-methyl-5-isoxazolyl)pentyloxy]benzaldehyde (Example 35a), 1.22 g of 2-aminoethanethiol and a trace of p-toluenesulfonic acid in 30 ml of toluene was heated at reflux for 2 hours using a Dean-Stark trap. The product was isolated and recrystallized from isopropyl acetate-hexane to give 1.93 g of the above-indicated product, m.p. 82-84° C. Solvent: C1(=CC=CC=C1)C (toluene). As a reaction SMILES: [C:20](=[O:21])([OH:22])[O-:23].[CH3:12][N:13]([CH2:14][C:15]#[C:16][CH2:17][Cl:18])[CH3:19].[CH3:25][CH2:26][OH:27].[ClH:11].[ClH:2].[NH2:3][CH2:4][CH2:5][SH:6].[NH2:7][CH2:8][CH2:9][SH:10].[Na+:24].[Na:1]>>[NH2:3][CH2:4][CH2:5][S:6][CH2:17][C:16]#[C:15][CH2:14][N:13]([CH3:12])[CH3:19]. Starting materials: O=C([O-])O, CN(C)CC#CCCl, CCO, Cl, Cl, NCCS, NCCS, [Na+], [Na]. Yields the product CN(C)CC#CCSCCN. Reactants: O=C([O-])[O-], CI, CC(C)=O, [K+], [K+], O=C(O)Cc1cccc(Oc2ccccc2Cl)c1O. Product: COc1c(CC(=O)O)cccc1Oc1ccccc1Cl. As a reaction SMILES: [C:22](=[O:23])([O-:24])[O-:25].[CH3:20][I:21].[CH3:28][C:29](=[O:30])[CH3:31].[K+:26].[K+:27].[OH:1][c:2]1[c:3]([CH2:16][C:17](=[O:18])[OH:19])[cH:4][cH:5][cH:6][c:7]1[O:8][c:9]1[c:10]([Cl:15])[cH:11][cH:12][cH:13][cH:14]1>>[O:1]([c:2]1[c:3]([CH2:16][C:17](=[O:18])[OH:19])[cH:4][cH:5][cH:6][c:7]1[O:8][c:9]1[c:10]([Cl:15])[cH:11][cH:12][cH:13][cH:14]1)[CH3:22]. The reactants are C(C)(=O)OCC1=C(C=C(C=C1N1C(C=2N(C=3CCCCC3C2)CC1)=O)F)C=1N=C(C=2N(C1)C=CN2)NC2=NC=C(C=C2)N2CCN(CC2)C (4-Fluoro-2-(8-(5-(4-methylpiperazin-1-yl)pyridin-2-ylamino)imidazo-[1,2-a]pyrazin-6-yl)-6-(1-oxo-3,4,6,7,8,9-hexahydropyrazino[1,2-a]indol-2(1H)-yl)benzyl Acetate), [Li+].[OH-] (LiOH). The solvent is CC(C)O.C1CCOC1 (iPrOH THF), O (H2O). Reaction conditions: temperature 50 celsius, time 0.5 hour. Product: FC=1C=C(C(=C(C1)N1C(C=2N(C=3CCCCC3C2)CC1)=O)CO)C=1N=C(C=2N(C1)C=CN2)NC2=NC=C(C=C2)N2CCN(CC2)C (2-(5-Fluoro-2-(hydroxymethyl)-3-(8-(5-(4-methylpiperazin-1-yl)pyridin-2-ylamino)imidazo[1,2-a]pyrazin-6-yl)phenyl)-3,4,6,7,8,9-hexahydropyrazino[1,2-a]indol-1(2H)-one). Yield: 7.9%. RXN SMILES: C([O:4][CH2:5][C:6]1[C:11]([N:12]2[CH2:24][CH2:23][N:15]3[C:16]4[CH2:17][CH2:18][CH2:19][CH2:20][C:21]=4[CH:22]=[C:14]3[C:13]2=[O:25])=[CH:10][C:9]([F:26])=[CH:8][C:7]=1[C:27]1[N:28]=[C:29]([NH:36][C:37]2[CH:42]=[CH:41][C:40]([N:43]3[CH2:48][CH2:47][N:46]([CH3:49])[CH2:45][CH2:44]3)=[CH:39][N:38]=2)[C:30]2[N:31]([CH:33]=[CH:34][N:35]=2)[CH:32]=1)(=O)C.[Li+].[OH-]>CC(O)C.C1COCC1.O>[F:26][C:9]1[CH:8]=[C:7]([C:27]2[N:28]=[C:29]([NH:36][C:37]3[CH:42]=[CH:41][C:40]([N:43]4[CH2:44][CH2:45][N:46]([CH3:49])[CH2:47][CH2:48]4)=[CH:39][N:38]=3)[C:30]3[N:31]([CH:33]=[CH:34][N:35]=3)[CH:32]=2)[C:6]([CH2:5][OH:4])=[C:11]([N:12]2[CH2:24][CH2:23][N:15]3[C:16]4[CH2:17][CH2:18][CH2:19][CH2:20][C:21]=4[CH:22]=[C:14]3[C:13]2=[O:25])[CH:10]=1 |f:1.2,3.4|. Procedure details: A mixture of 106d (200 mg, 0.92 mmol) and LiOH (300 mg, 10 mmol) in iPrOH/THF (1:1, 3.5 mL) and H2O (1 mL) was stirred at 50° C. for 0.5 h. The mixture was evaporated in vacuo and the residue was extracted with Ethyl acetate (10 mL×2). The combined Ethyl acetate extract was concentrated under reduced pressure and the residue was purified with reverse-phase prep-HPLC to afford 106 (45 mg, 20%). LCMS: [M+H]+ 622. 1H NMR (500 MHz, DMSO) δ 9.04 (s, 1H), 8.41 (s, 1H), 8.13-8.10 (m, 2H), 7.98 (s, 1H),... Reactants: CCO, CN(Cc1ccccc1)C1CN2CCC1CC2. The product is CNC1CN2CCC1CC2. RXN SMILES: [CH3:18][CH2:19][OH:20].[CH3:1][N:2]([CH2:3][c:4]1[cH:5][cH:6][cH:7][cH:8][cH:9]1)[CH:10]1[CH2:11][N:12]2[CH2:13][CH2:14][CH:15]1[CH2:16][CH2:17]2>>[CH3:1][NH:2][CH:10]1[CH2:11][N:12]2[CH2:13][CH2:14][CH:15]1[CH2:16][CH2:17]2.